This data is from the Open Reaction Database (ORD), a public repository of structured organic reaction records. The task is: describe an organic reaction: reactants, conditions, products, and yield The reactants are CC(C)(C)OC(=O)N1CCN(c2ccnc(Cl)n2)CC1, O=C([O-])[O-], CCO, CO, NCc1cccc(Cl)c1, [K+], [K+], O. As a reaction SMILES: [C:1]([CH3:2])([CH3:3])([CH3:4])[O:5][C:6](=[O:7])[N:8]1[CH2:9][CH2:10][N:11]([c:14]2[n:15][c:16]([Cl:20])[n:17][cH:18][cH:19]2)[CH2:12][CH2:13]1.[C:30](=[O:31])([O-:32])[O-:33].[CH3:37][CH2:38][OH:39].[CH3:40][OH:41].[Cl:21][c:22]1[cH:23][c:24]([CH2:25][NH2:26])[cH:27][cH:28][cH:29]1.[K+:34].[K+:35].[OH2:36]>>[C:1]([CH3:2])([CH3:3])([CH3:4])[O:5][C:6](=[O:7])[N:8]1[CH2:9][CH2:10][N:11]([c:14]2[n:15][c:16]([NH:26][CH2:25][c:24]3[cH:23][c:22]([Cl:21])[cH:29][cH:28][cH:27]3)[n:17][cH:18][cH:19]2)[CH2:12][CH2:13]1. The product is CC(C)(C)OC(=O)N1CCN(c2ccnc(NCc3cccc(Cl)c3)n2)CC1.